From a dataset of the Open Reaction Database (ORD), a public repository of structured organic reaction records. describe an organic reaction: reactants, conditions, products, and yield The reactants are C1CCOC1, CCOC(=O)c1ccc([Se]c2cc3c(cc2OCOC(C)OC)C(C)(C)CCC3(C)C)cc1, CO, O=S(=O)(O)O. The product is CCOC(=O)c1ccc([Se]c2cc3c(cc2O)C(C)(C)CCC3(C)C)cc1. As a reaction SMILES: [CH2:41]1[O:42][CH2:43][CH2:44][CH2:45]1.[CH3:1][O:2][CH:3]([O:4][CH2:5][O:7][c:8]1[c:9]([Se:22][c:23]2[cH:24][cH:25][c:26]([C:27](=[O:28])[O:29][CH2:30][CH3:31])[cH:32][cH:33]2)[cH:10][c:11]2[c:16]([cH:17]1)[C:15]([CH3:18])([CH3:19])[CH2:14][CH2:13][C:12]2([CH3:20])[CH3:21])[CH3:6].[CH3:39][OH:40].[S:34](=[O:35])(=[O:36])([OH:37])[OH:38]>>[OH:7][c:8]1[c:9]([Se:22][c:23]2[cH:24][cH:25][c:26]([C:27](=[O:28])[O:29][CH2:30][CH3:31])[cH:32][cH:33]2)[cH:10][c:11]2[c:16]([cH:17]1)[C:15]([CH3:18])([CH3:19])[CH2:14][CH2:13][C:12]2([CH3:20])[CH3:21]. Reactants: O (Water), S1C(=NC2=C1C=CC=C2)N(C(=O)C=2C=CC=C1CCN(CC21)C2=CC=C(C(=N2)C(=O)OC(C)(C)C)CCCOC2=CC=CC=C2)COCC[Si](C)(C)C (tert-butyl 6-(8-(benzo[d]thiazol-2-yl((2-(trimethylsilyl)ethoxy)methyl)carbamoyl)-3,4-dihydroisoquinolin-2(1H)-yl)-3-(3-phenoxypropyl)picolinate), Cl (HCl). The solvent is CCO (EtOH). Reaction conditions: temperature 50 celsius, time 12 hour. Product: S1C(=NC2=C1C=CC=C2)NC(=O)C=2C=CC=C1CCN(CC21)C2=CC=C(C(=N2)C(=O)O)CCCOC2=CC=CC=C2 (6-(8-(benzo[d]thiazol-2-ylcarbamoyl)-3,4-dihydroisoquinolin-2(1H)-yl)-3-(3-phenoxypropyl)picolinic acid). RXN SMILES: [S:1]1[C:5]2[CH:6]=[CH:7][CH:8]=[CH:9][C:4]=2[N:3]=[C:2]1[N:10](COCC[Si](C)(C)C)[C:11]([C:13]1[CH:14]=[CH:15][CH:16]=[C:17]2[C:22]=1[CH2:21][N:20]([C:23]1[N:28]=[C:27]([C:29]([O:31]C(C)(C)C)=[O:30])[C:26]([CH2:36][CH2:37][CH2:38][O:39][C:40]3[CH:45]=[CH:44][CH:43]=[CH:42][CH:41]=3)=[CH:25][CH:24]=1)[CH2:19][CH2:18]2)=[O:12].O.Cl>CCO>[S:1]1[C:5]2[CH:6]=[CH:7][CH:8]=[CH:9][C:4]=2[N:3]=[C:2]1[NH:10][C:11]([C:13]1[CH:14]=[CH:15][CH:16]=[C:17]2[C:22]=1[CH2:21][N:20]([C:23]1[N:28]=[C:27]([C:29]([OH:31])=[O:30])[C:26]([CH2:36][CH2:37][CH2:38][O:39][C:40]3[CH:41]=[CH:42][CH:43]=[CH:44][CH:45]=3)=[CH:25][CH:24]=1)[CH2:19][CH2:18]2)=[O:12]. Procedure details: Compound 121E (55 mg, 0.073 mmol) was dissolved in 1 mL of EtOH. Water (1 mL) was added followed by 1 mL of concentrated HCl. The reaction was stirred at 50° C. for 12 hours. The solids that precipitated were collected by filtration and rinsed with water. The solid was purified by preparative HPLC to give a white solid: 1H NMR (300 MHz, DMSO-d6) δ2.09 (t, 2H), 3.06 (t, 2H), 3.21 (t, 2H), 3.91 (t, 2H), 3.97 (t, 2H), 5.21 (s, 2H), 6.87-6.94 (m, 4H), 7.25-7.42 (m, 5H), 7.46-7.50 (m, 2H), 7.56 (m, 1... Starting materials: Cl.Cl.Cl.N1(CCCCC1)CC1=CC(=NC=C1)OCCCNC(C(N)=N)=N (N-[3-(4-Piperidinomethyl-2-pyridyloxy)propyl]ethanediimidamide trihydrochloride), S(N1C(C=2C(C1=O)=CC=CC2)=O)N2C(C=1C(C2=O)=CC=CC1)=O (N,N'-thiobisphthalimide). Run in C(Cl)Cl (CH2Cl2), C(C)N(CC)CC (triethylamine). Reaction conditions: time 1 hour. Yields the product NC1=NSN=C1NCCCOC1=NC=CC(=C1)CN1CCCCC1 (3-Amino-4-[3-(4-piperidinomethyl-2-pyridyloxy)propylamino]-1,2,5-thiadiazole). RXN SMILES: Cl.Cl.Cl.[N:4]1([CH2:10][C:11]2[CH:16]=[CH:15][N:14]=[C:13]([O:17][CH2:18][CH2:19][CH2:20][NH:21][C:22](=[NH:26])[C:23](=[NH:25])[NH2:24])[CH:12]=2)[CH2:9][CH2:8][CH2:7][CH2:6][CH2:5]1.[S:27](N1C(=O)C2=CC=CC=C2C1=O)N1C(=O)C2=CC=CC=C2C1=O>C(Cl)Cl.C(N(CC)CC)C>[NH2:25][C:23]1[C:22]([NH:21][CH2:20][CH2:19][CH2:18][O:17][C:13]2[CH:12]=[C:11]([CH2:10][N:4]3[CH2:9][CH2:8][CH2:7][CH2:6][CH2:5]3)[CH:16]=[CH:15][N:14]=2)=[N:26][S:27][N:24]=1 |f:0.1.2.3|. Reported procedure: A mixture of the product prepared in Step C in 50 ml of CH2Cl2 and 5.7 ml of triethylamine was treated with N,N'-thiobisphthalimide (DMF solvate) (5.44 g; 13.7 mmoles). After stirring at ambient temperature for one hour, the mixture was washed with 40 ml of 4N NaOH, water, saturated aqueous NaCl solution, dried (Na2SO4), filtered and evaporated under reduced pressure to give the crude product. The product was purified by flash chromatography on 90 g of silica gel (230-400 mesh) using ethyl aceta... The reactants are N[C@H]1CN(CC1)C1=NC(=C2N=CN(C2=N1)[C@H]1[C@@H]([C@@H]([C@H](C1)N1N=C(N=N1)CC)O)O)NCC(C1=CC=C(C=C1)O)C1=CC=C(C=C1)O ((1R,2S,3R,5S)-3-{2-((R)-3-Amino-pyrrolidin-1-yl)-6-[2,2-bis-(4-hydroxy-phenyl)-ethylamino]-purin-9-yl}-5-(5-ethyl-tetrazol-2-yl)-cyclopentane-1,2-diol), Cl.C1(=CC=CC=C1)C(CNC1=C2N=CN(C2=NC(=N1)N1C[C@@H](CC1)NC(=O)NCC1=NC=CC=C1)[C@H]1[C@@H]([C@@H]([C@H](C1)N1N=C(N=N1)CC)O)O)C1=CC=CC=C1 (1-((R)-1-{6-(2,2-Diphenyl-ethylamino)-9-[(1R,2S,3R,4S)-4-(5-ethyl-tetrazol-2-yl)-2,3-dihydroxy-cyclopentyl]-9H-purin-2-yl}-pyrrolidin-3-yl)-3-pyridin-2-ylmethyl-urea hydrochloride), NCC=1C=NC=CC1 (3-aminomethylpyridine). Yields the product Cl.OC1=CC=C(C=C1)C(CNC1=C2N=CN(C2=NC(=N1)N1C[C@@H](CC1)NC(=O)NCC=1C=NC=CC1)[C@H]1[C@@H]([C@@H]([C@H](C1)N1N=C(N=N1)CC)O)O)C1=CC=C(C=C1)O (1-((R)-1-{6-[2,2-Bis-(4-hydroxy-phenyl)-ethylamino]-9-[(1R,2S,3R,4S)-4-(5-ethyl-tetrazol-2-yl)-2,3-dihydroxy-cyclopentyl]-9H-purin-2-yl}-pyrrolidin-3-yl)-3-pyridin-3-ylmethyl-urea hydrochloride). RXN SMILES: [NH2:1][C@@H:2]1[CH2:6][CH2:5][N:4]([C:7]2[N:15]=[C:14]3[C:10]([N:11]=[CH:12][N:13]3[C@@H:16]3[CH2:20][C@H:19]([N:21]4[N:25]=[N:24][C:23]([CH2:26][CH3:27])=[N:22]4)[C@@H:18]([OH:28])[C@H:17]3[OH:29])=[C:9]([NH:30][CH2:31][CH:32]([C:40]3[CH:45]=[CH:44][C:43]([OH:46])=[CH:42][CH:41]=3)[C:33]3[CH:38]=[CH:37][C:36]([OH:39])=[CH:35][CH:34]=3)[N:8]=2)[CH2:3]1.[ClH:47].C1(C(C2C=CC=CC=2)CNC2N=C(N3CC[C@@H](N[C:72](NCC4C=CC=CN=4)=[O:73])C3)N=C3C=2N=CN3[C@@H]2C[C@H](N3N=NC(CC)=N3)[C@@H](O)[C@H]2O)C=CC=CC=1.[NH2:102][CH2:103][C:104]1[CH:105]=[N:106][CH:107]=[CH:108][CH:109]=1>>[ClH:47].[OH:46][C:43]1[CH:44]=[CH:45][C:40]([CH:32]([C:33]2[CH:38]=[CH:37][C:36]([OH:39])=[CH:35][CH:34]=2)[CH2:31][NH:30][C:9]2[N:8]=[C:7]([N:4]3[CH2:5][CH2:6][C@@H:2]([NH:1][C:72]([NH:102][CH2:103][C:104]4[CH:105]=[N:106][CH:107]=[CH:108][CH:109]=4)=[O:73])[CH2:3]3)[N:15]=[C:14]3[C:10]=2[N:11]=[CH:12][N:13]3[C@@H:16]2[CH2:20][C@H:19]([N:21]3[N:25]=[N:24][C:23]([CH2:26][CH3:27])=[N:22]3)[C@@H:18]([OH:28])[C@H:17]2[OH:29])=[CH:41][CH:42]=1 |f:1.2,4.5|. Procedure: This compound is prepared from (1R,2S,3R,5S)-3-{2-((R)-3-amino-pyrrolidin-1-yl)-6-[2,2-bis-(4-hydroxy-phenyl)-ethylamino]-purin-9-yl}-5-(5-ethyl-tetrazol-2-yl)-cyclopentane-1,2-diol (Example 106) using a procedure analogous to that of 1-((R)-1-{6-(2,2-diphenyl-ethylamino)-9-[(1R,2S,3R,4S)-4-(5-ethyl-tetrazol-2-yl)-2,3-dihydroxy-cyclopentyl]-9H-purin-2-yl}-pyrrolidin-3-yl)-3-pyridin-2-ylmethyl-urea hydrochloride (Example 113) by replacing 2-aminomethylpyridine with 3-aminomethylpyridine. MS (ES+)... Reactants: CC(C=O)=CC1=CC=CC=C1 (α-methylcinnamaldehyde), CN(N)C1=CC=CC=C1 (1-methyl-1-phenylhydrazine). The reagents and catalysts are Cl (hydrochloric acid). Solvent: C(C)O (ethanol). Yields the product CN(N=CC(=CC1=CC=CC=C1)C)C1=CC=CC=C1 (α-methylcinnamaldehyde 1-methyl-1-phenylhydrazone). As a reaction SMILES: [CH3:1][C:2](=[CH:5][C:6]1[CH:11]=[CH:10][CH:9]=[CH:8][CH:7]=1)[CH:3]=O.[CH3:12][N:13]([C:15]1[CH:20]=[CH:19][CH:18]=[CH:17][CH:16]=1)[NH2:14]>Cl.C(O)C>[CH3:12][N:13]([C:15]1[CH:20]=[CH:19][CH:18]=[CH:17][CH:16]=1)[N:14]=[CH:3][C:2]([CH3:1])=[CH:5][C:6]1[CH:11]=[CH:10][CH:9]=[CH:8][CH:7]=1. Procedure details: 2.9 g of α-methylcinnamaldehyde and 2.4 g of 1-methyl-1-phenylhydrazine were added to 50 ml of ethanol. To the mixture, two or three drops of 1 N hydrochloric acid were added. The mixture was heated and refluxed for about one hour. The reaction mixture was cooled and the crystals then separated, which were then collected on a suction funnel. The thus obtained crude α-methylcinnamaldehyde 1-methyl-1-phenylhydrazone was recrystallized from ethanol. The yield was 3.6 g (72.0%) of light yellow scale...